describe an organic reaction: reactants, conditions, products, and yield From a dataset of the Open Reaction Database (ORD), a public repository of structured organic reaction records. Reactants: CC(=O)SC1CCC2(CCC(CCc3ccoc3)CC2)CC1, CO, [H][H], N, C1CCOC1. The product is SC1CCC2(CC1)CCC(CCc1ccoc1)CC2. As a reaction SMILES: [C:1](=[O:2])([CH3:3])[S:4][CH:5]1[CH2:6][CH2:7][C:8]2([CH2:9][CH2:10][CH:11]([CH2:14][CH2:15][c:16]3[cH:17][o:18][cH:19][cH:20]3)[CH2:12][CH2:13]2)[CH2:21][CH2:22]1.[CH3:31][OH:32].[H:23][H:24].[NH3:25].[O:26]1[CH2:27][CH2:28][CH2:29][CH2:30]1>>[SH:4][CH:5]1[CH2:6][CH2:7][C:8]2([CH2:9][CH2:10][CH:11]([CH2:14][CH2:15][c:16]3[cH:17][o:18][cH:19][cH:20]3)[CH2:12][CH2:13]2)[CH2:21][CH2:22]1.